Dataset: the Open Reaction Database (ORD), a public repository of structured organic reaction records. Task: describe an organic reaction: reactants, conditions, products, and yield Starting materials: C(C1=CC=CC=C1)(=O)N=C=S (Benzoyl isothiocyanate), N[C@@]1([C@@H]([C@H](OC1)C(F)(F)F)CO)C1=C(C(=CC=C1)F)F (((2S,3R,4S)-4-amino-4-(2,3-difluorophenyl)-2-(trifluoromethyl)tetrahydrofuran-3-yl)methanol), C([O-])(O)=O.[Na+] (Sodium bicarbonate). Run in C(Cl)Cl (DCM). Conditions: time 18 hour. Product: FC1=C(C=CC=C1F)[C@@]1(CO[C@@H]([C@H]1CO)C(F)(F)F)NC(=S)NC(C1=CC=CC=C1)=O (N-(((3S,4R,5S)-3-(2,3-difluorophenyl)-4-(hydroxymethyl)-5-(trifluoromethyl)tetrahydrofuran-3-yl)carbamothioyl)benzamide). RXN SMILES: [C:1]([N:9]=[C:10]=[S:11])(=[O:8])[C:2]1[CH:7]=[CH:6][CH:5]=[CH:4][CH:3]=1.[NH2:12][C@@:13]1([C:24]2[CH:29]=[CH:28][CH:27]=[C:26]([F:30])[C:25]=2[F:31])[CH2:17][O:16][C@H:15]([C:18]([F:21])([F:20])[F:19])[C@H:14]1[CH2:22][OH:23].C(=O)(O)[O-].[Na+]>C(Cl)Cl>[F:31][C:25]1[C:26]([F:30])=[CH:27][CH:28]=[CH:29][C:24]=1[C@@:13]1([NH:12][C:10]([NH:9][C:1](=[O:8])[C:2]2[CH:7]=[CH:6][CH:5]=[CH:4][CH:3]=2)=[S:11])[C@H:14]([CH2:22][OH:23])[C@@H:15]([C:18]([F:21])([F:19])[F:20])[O:16][CH2:17]1 |f:2.3|. Procedure details: Benzoyl isothiocyanate (2.0 mL) was added to a solution containing ((2S,3R,4S)-4-amino-4-(2,3-difluorophenyl)-2-(trifluoromethyl)tetrahydrofuran-3-yl)methanol (3.12 g) in DCM (20 mL), and the mixture was stirred at RT for 18 h. Sodium bicarbonate (sat., aq., 50 mL) was then added, the mixture extracted with EtOAc (3×75 mL), dried over MgSO4 and concentrated under reduced pressure. The residue was purified by silica gel column chromatography (5% to 40% EtOAc in hexanes) to obtain the title compou... The reactants are OC1=CC=C(C=C1)[C@@H]1[C@@H](COC2=CC(=CC=C12)OC)C1=CC=CC=C1 (cis-4-(4-Hydroxyphenyl)-7-methoxy-3-phenylchromane), [OH-].[Na+] (sodium hydroxide), Cl.ClCCN1CCCC1 (2-Chloroethylpyrrolidin hydrochloride). Conditions: temperature 75 celsius. The product is COC1=CC=C2[C@@H]([C@@H](COC2=C1)C1=CC=CC=C1)C1=CC=C(C=C1)OCCN1CCCC1 (cis-7-Methoxy-3-phenyl-4-{4-[2-(pyrrolidin-1-yl)ethoxy]phenyl}chromane). Run in C1(=CC=CC=C1)C (toluene), O (water), O (Water). As a reaction SMILES: [OH:1][C:2]1[CH:7]=[CH:6][C:5]([C@H:8]2[C:17]3[C:12](=[CH:13][C:14]([O:18][CH3:19])=[CH:15][CH:16]=3)[O:11][CH2:10][C@H:9]2[C:20]2[CH:25]=[CH:24][CH:23]=[CH:22][CH:21]=2)=[CH:4][CH:3]=1.[OH-].[Na+].Cl.Cl[CH2:30][CH2:31][N:32]1[CH2:36][CH2:35][CH2:34][CH2:33]1>C1(C)C=CC=CC=1.O>[CH3:19][O:18][C:14]1[CH:13]=[C:12]2[C:17]([C@H:8]([C:5]3[CH:4]=[CH:3][C:2]([O:1][CH2:30][CH2:31][N:32]4[CH2:36][CH2:35][CH2:34][CH2:33]4)=[CH:7][CH:6]=3)[C@H:9]([C:20]3[CH:21]=[CH:22][CH:23]=[CH:24][CH:25]=3)[CH2:10][O:11]2)=[CH:16][CH:15]=1 |f:1.2,3.4|. Reported procedure: cis-4-(4-Hydroxyphenyl)-7-methoxy-3-phenylchromane (74.3 g) was dissolved in a mixture of toluene (700 ml), water (12 ml) and sodium hydroxide (24.3 g) by heating the mixture to 75° C. 2-Chloroethylpyrrolidin hydrochloride (46.2 g) was added in six portions at 75° C. with half an hour between each portion. After the last addition the mixture was heated at 75° C. for 4 hours. Water (1000 ml) was added and the mixture stirred until all salt was dissolved. The aqueous phase was separated and extrac... Starting materials: C[C@H](CCC(=O)O)[C@H]1CC[C@@H]2[C@@]1(CC[C@H]3[C@H]2CC[C@H]4[C@@]3(CC[C@H](C4)O)C)C (lithocholic acid), C(C)(=O)OC(C)=O (acetic anhydride). Reagents/catalysts: Cl(=O)(=O)(=O)O (perchloric acid). Solvent: C(=O)O (formic acid). Reaction conditions: temperature 40 celsius. Product: C(=O)O[C@H]1C[C@H]2CC[C@H]3[C@@H]4CC[C@H]([C@@H](CCC(=O)O)C)[C@]4(CC[C@@H]3[C@]2(CC1)C)C (3α-formyloxy-5β-cholan-24-oic acid). Reaction SMILES: [CH3:1][C@@H:2]([C@@H:8]1[C@@:12]2([CH3:27])[CH2:13][CH2:14][C@@H:15]3[C@@:20]4([CH3:26])[CH2:21][CH2:22][C@@H:23]([OH:25])[CH2:24][C@H:19]4[CH2:18][CH2:17][C@H:16]3[C@@H:11]2[CH2:10][CH2:9]1)[CH2:3][CH2:4][C:5]([OH:7])=[O:6].[C:28](OC(=O)C)(=[O:30])C>Cl(O)(=O)(=O)=O.C(O)=O>[CH:28]([O:25][C@@H:23]1[CH2:22][CH2:21][C@@:20]2([CH3:26])[C@H:19]([CH2:18][CH2:17][C@@H:16]3[C@@H:15]2[CH2:14][CH2:13][C@@:12]2([CH3:27])[C@H:11]3[CH2:10][CH2:9][C@@H:8]2[C@H:2]([CH3:1])[CH2:3][CH2:4][C:5]([OH:7])=[O:6])[CH2:24]1)=[O:30]. Procedure: Ten grams of lithocholic acid was dissolved in 40 ml. of 89.9% formic acid and 8 drops of 70% perchloric acid, and the resulting solution heated to 55° C. with stirring. The solution was then cooled to 40° C. at which time 35 ml. of acetic anhydride was slowly added and the temperature of the reaction mixture maintained between 55°-60° C. The solution was cooled and poured into 500 ml. of water and the resulting precipitate was filtered, washed with water and dried to yield 3α-formyloxy-5β-chola... Starting materials: CC(C)(C)OC(=O)N[C@@H](C(=O)O)CC ((2R)-2-({[(1,1-dimethylethyl)oxy]carbonyl}amino)butanoic acid), CN(C=O)C (N,N-Dimethylformamide), CN(C)C(=[N+](C)C)ON1C2=C(C=CC=C2)N=N1.[B-](F)(F)(F)F (TBTU), C12(CC1)COC1=C2C(=CC=C1)OC1=CC=C(C=N1)N (6-(spiro[1-benzofuran-3,1′-cyclopropan]-4-yloxy)-3-pyridinamine), C12(CC1)COC1=C2C(=CC=C1)OC1=CC=C(C=N1)N (6-(spiro[1-benzofuran-3,1′-cyclopropan]-4-yloxy)-3-pyridinamine). Reaction conditions: time 15 minute. Product: C12(CC1)COC1=C2C(=CC=C1)OC1=CC=C(C=N1)NC(=O)[C@@H](CC)NC(OC(C)(C)C)=O (1,1-dimethylethyl [(1R)-1-({[6-(spiro[1-benzofuran-3,1′-cyclopropan]-4-yloxy)-3-pyridinyl]amino}carbonyl)propyl]carbamate). The yield is 89.5%. As a reaction SMILES: [CH3:1][C:2]([O:5][C:6]([NH:8][C@H:9]([CH2:13][CH3:14])[C:10]([OH:12])=O)=[O:7])([CH3:4])[CH3:3].CN(C)C=O.CN(C(ON1N=NC2C=CC=CC1=2)=[N+](C)C)C.[B-](F)(F)(F)F.[C:42]12([C:48]3[C:49]([O:53][C:54]4[N:59]=[CH:58][C:57]([NH2:60])=[CH:56][CH:55]=4)=[CH:50][CH:51]=[CH:52][C:47]=3[O:46][CH2:45]1)[CH2:44][CH2:43]2>>[C:42]12([C:48]3[C:49]([O:53][C:54]4[N:59]=[CH:58][C:57]([NH:60][C:10]([C@H:9]([NH:8][C:6](=[O:7])[O:5][C:2]([CH3:1])([CH3:3])[CH3:4])[CH2:13][CH3:14])=[O:12])=[CH:56][CH:55]=4)=[CH:50][CH:51]=[CH:52][C:47]=3[O:46][CH2:45]1)[CH2:44][CH2:43]2 |f:2.3|. Procedure: To a solution of (2R)-2-({[(1,1-dimethylethyl)oxy]carbonyl}amino)butanoic acid (94 mg, 0.462 mmol) in dry N,N-Dimethylformamide (2 mL) DIPEA (0.115 mL, 0.661 mmol) and then TBTU (159 mg, 0.496 mmol) were added and the reaction mixture was stirred for 15 minutes at room temperature. 6-(spiro[1-benzofuran-3,1′-cyclopropan]-4-yloxy)-3-pyridinamine (Reference Intermediate 216, 84 mg) was added and the reaction mixture was stirred for 6 hours at the same temperature. The reaction was quenched with br... The reactants are C(C)OC(C(C(=O)OCC)(NC(CCl)=O)N=NC1=C(C=CC=C1)N(C(=O)OCC)C1=CC(=CC=C1)C(F)(F)F)=O ([2-(N-ethoxycarbonyl-3-(trifluoromethyl)-phenylamino)-phenylazo]-(2-chloroacetamido)-malonic acid diethyl ester), C(C)OC(C(C(=O)OCC)(NC(CCl)=O)N=NC1=C(C=CC=C1)N(C(=O)OCC)C1=C(C(=CC=C1)C)C)=O ([2-(N-ethoxycarbonyl-2,3-dimethylphenylamino)-phenylazo]-(2-chloroacetamido)-malonic acid diethyl ester). Yields the product C(C)OC(=O)N(C1=C(C=CC=C1)N1N=C(N=C1CCl)C(=O)O)C1=C(C(=CC=C1)C)C (1-[2-(N-ethoxycarbonyl-2,3-dimethylphenylamino)-phenyl]-5-(chloromethyl)-1H-1,2,4-triazole-3-carboxylic acid). Reaction SMILES: C(OC(=O)C(N=NC1C=CC=CC=1N(C1C=CC=C(C(F)(F)F)C=1)C(OCC)=O)(NC(=O)CCl)C(OCC)=O)C.C(OC(=O)[C:45]([N:56]=[N:57][C:58]1[CH:63]=[CH:62][CH:61]=[CH:60][C:59]=1[N:64]([C:70]1[CH:75]=[CH:74][CH:73]=[C:72]([CH3:76])[C:71]=1[CH3:77])[C:65]([O:67][CH2:68][CH3:69])=[O:66])([NH:51][C:52](=O)[CH2:53][Cl:54])[C:46]([O:48]CC)=[O:47])C>>[CH2:68]([O:67][C:65]([N:64]([C:70]1[CH:75]=[CH:74][CH:73]=[C:72]([CH3:76])[C:71]=1[CH3:77])[C:59]1[CH:60]=[CH:61][CH:62]=[CH:63][C:58]=1[N:57]1[C:52]([CH2:53][Cl:54])=[N:51][C:45]([C:46]([OH:48])=[O:47])=[N:56]1)=[O:66])[CH3:69]. Procedure details: using 98.50 g (0.168 mol) of [2-(N-ethoxycarbonyl-3-(trifluoromethyl)-phenylamino)-phenylazo]-(2-chloroacetamido)-malonic acid diethyl ester there is obtained crude 1-[2-[N-ethoxycarbonyl-3-(trifluoromethyl)-phenylamino]-phenyl]-5-(chloromethyl)-1H-1,2,4-triazole-3-carboxylic acid which sinters from 88° and melts at 100°-108° with decomposition; using 91.10 g (0.166 mol) of [2-(N-ethoxycarbonyl-2,3-dimethylphenylamino)-phenylazo]-(2-chloroacetamido)-malonic acid diethyl ester there is obtained c... Procedure: The product is prepared according to the procedure described in example 5, using 204 mg of sodium [4-(morpholin-4-yl)-6-oxo-1,6-dihydropyrimidin-2-yl]acetate, 211 mg of 3-ethynyl-4-fluoroaniline, and 195 mg of N-[3-(dimethylamino)propyl]-N′-ethylcarbodiimide hydrochloride in a mixture of 0.126 ml of pyridine and 3 ml of N,N-dimethylformamide. 200 mg of N-(3-ethynyl-4-fluorophenyl)-2-[4-(morpholin-4-yl)-6-oxo-1,6-dihydropyrimidin-2-yl]acetamide are obtained in the form of a white solid, the chara... Yield: 71.9%. Solvent: N1=CC=CC=C1 (pyridine), CN(C=O)C (N,N-dimethylformamide). RXN SMILES: [N:1]1([C:7]2[N:8]=[C:9]([CH2:14][C:15]([O-:17])=O)[NH:10][C:11](=[O:13])[CH:12]=2)[CH2:6][CH2:5][O:4][CH2:3][CH2:2]1.[Na+].[C:19]([C:21]1[CH:22]=[C:23]([CH:25]=[CH:26][C:27]=1[F:28])[NH2:24])#[CH:20].Cl.CN(C)CCCN=C=NCC>N1C=CC=CC=1.CN(C)C=O>[C:19]([C:21]1[CH:22]=[C:23]([NH:24][C:15](=[O:17])[CH2:14][C:9]2[NH:10][C:11](=[O:13])[CH:12]=[C:7]([N:1]3[CH2:2][CH2:3][O:4][CH2:5][CH2:6]3)[N:8]=2)[CH:25]=[CH:26][C:27]=1[F:28])#[CH:20] |f:0.1,3.4|. The product is C(#C)C=1C=C(C=CC1F)NC(CC=1NC(C=C(N1)N1CCOCC1)=O)=O (N-(3-ethynyl-4-fluorophenyl)-2-[4-(morpholin-4-yl)-6-oxo-1,6-dihydropyrimidin-2-yl]acetamide). Starting materials: N1(CCOCC1)C=1N=C(NC(C1)=O)CC(=O)[O-].[Na+] (sodium [4-(morpholin-4-yl)-6-oxo-1,6-dihydropyrimidin-2-yl]acetate), C(#C)C=1C=C(N)C=CC1F (3-ethynyl-4-fluoroaniline), Cl.CN(CCCN=C=NCC)C (N-[3-(dimethylamino)propyl]-N′-ethylcarbodiimide hydrochloride). Reactants: CN1C(N(C(C=C1N1CCN(CC1)CCCN(C1=CC=C(C=C1)[N+](=O)[O-])S(=O)(=O)CC)=O)C)=O (1,3-dimethyl-6-{4-[3-(N-ethanesulfonyl-4-nitroanilino)propyl]piperazin-1-yl}-2,4(1H,3H)-pyrimidinedione), ClC1=C(C#N)C=C(C=C1)[N+](=O)[O-] (2-chloro-5-nitrobenzonitrile). The solvent is CN(C=O)C (dimethylformamide). The product is CN1C(N(C(C=C1N1CCN(CC1)CCCNC1=C(C=C(C=C1)[N+](=O)[O-])C#N)=O)C)=O (1,3-dimethyl-6-{4-[3-(2-cyano-4-nitroanilino)propyl]piperazin-1-yl}-2,4(1H,3H)-pyrimidinedione). Yield: 154.3%. RXN SMILES: [CH3:1][N:2]1[C:7]([N:8]2[CH2:13][CH2:12][N:11]([CH2:14][CH2:15][CH2:16][N:17](S(CC)(=O)=O)[C:18]3[CH:23]=[CH:22][C:21]([N+:24]([O-:26])=[O:25])=[CH:20][CH:19]=3)[CH2:10][CH2:9]2)=[CH:6][C:5](=[O:32])[N:4]([CH3:33])[C:3]1=[O:34].ClC1C=CC([N+]([O-])=O)=CC=1[C:38]#[N:39]>CN(C)C=O>[CH3:1][N:2]1[C:7]([N:8]2[CH2:9][CH2:10][N:11]([CH2:14][CH2:15][CH2:16][NH:17][C:18]3[CH:19]=[CH:20][C:21]([N+:24]([O-:26])=[O:25])=[CH:22][C:23]=3[C:38]#[N:39])[CH2:12][CH2:13]2)=[CH:6][C:5](=[O:32])[N:4]([CH3:33])[C:3]1=[O:34]. Procedure details: 0.3 g of Compound 158 obtained beforehand, 0.3 g of 2-chloro-5-nitrobenzonitrile and 0.31 ml of trtiethylamine were stirred at 80° C. for 1 hour in 5 ml of dimethylformamide. The reaction mixture was concentrated under reduced pressure and the residue was purified by chromatography on a silica gel column (eluent: chloroform/methanol=40/1, by volume), thereby obtaining 0.4 g of 1,3-dimethyl-6-{4-[3-(2-cyano-4-nitroanilino)propyl]piperazin-1-yl}-2,4(1H,3H)-pyrimidinedione.